This data is from the Open Reaction Database (ORD), a public repository of structured organic reaction records. The task is: describe an organic reaction: reactants, conditions, products, and yield As a reaction SMILES: [N:1]1[CH:6]=[CH:5][C:4]([CH:7]2[CH2:9][CH:8]2[C:10](Cl)=[O:11])=[CH:3][CH:2]=1.[CH3:13][C:14]1[CH:29]=[C:17]2[N:18]=[C:19]([NH2:28])[CH:20]=[C:21]([C:22]3[CH:27]=[CH:26][CH:25]=[CH:24][CH:23]=3)[N:16]2[N:15]=1>N1C=CC=CC=1>[CH3:13][C:14]1[CH:29]=[C:17]2[N:18]=[C:19]([NH:28][C:10]([CH:8]3[CH2:9][CH:7]3[C:4]3[CH:5]=[CH:6][N:1]=[CH:2][CH:3]=3)=[O:11])[CH:20]=[C:21]([C:22]3[CH:27]=[CH:26][CH:25]=[CH:24][CH:23]=3)[N:16]2[N:15]=1. Procedure: In a round-bottomed flask was 2-(pyridin-4-yl)cyclopropanecarbonyl chloride (7D, 190 mg, 1.05 mmol) added in Pyridine (2 mL) to give a yellow suspension. 2-methyl-7-phenylpyrazolo[1,5-a]pyrimidin-5-amine (10A, 213 mg, 0.951 mmol) was added portionwise at 0° C. The temperature was slowly raised to room temperature. The reaction was quenched with saturated sodium bicarbonate and partitioned between ethyl acetate and water. The separated organic layer was dried over Mg2SO4, filtered, and concentrat... Solvent: N1=CC=CC=C1 (Pyridine). Starting materials: N1=CC=C(C=C1)C1C(C1)C(=O)Cl (2-(pyridin-4-yl)cyclopropanecarbonyl chloride), CC1=NN2C(N=C(C=C2C2=CC=CC=C2)N)=C1 (2-methyl-7-phenylpyrazolo[1,5-a]pyrimidin-5-amine). Yields the product CC1=NN2C(N=C(C=C2C2=CC=CC=C2)NC(=O)C2C(C2)C2=CC=NC=C2)=C1 (N-(2-methyl-7-phenylpyrazolo[1,5-a]pyrimidin-5-yl)-2-(pyridin-4-yl)cyclopropanecarboxamide). The reactants are CN, CCOCC, CO, COC(=O)CS(=O)(=O)Nc1c(F)cccc1Oc1nc(OC)cc(OC)n1, CC(C)O. Reaction SMILES: [CH3:1][NH2:2].[CH3:30][CH2:31][O:32][CH2:33][CH3:34].[CH3:39][OH:40].[CH3:3][O:4][c:5]1[n:6][c:7]([O:13][c:14]2[c:15]([NH:21][S:22](=[O:23])(=[O:24])[CH2:25][C:26]([O:28][CH3:27])=[O:29])[c:16]([F:20])[cH:17][cH:18][cH:19]2)[n:8][c:9]([O:11][CH3:12])[cH:10]1.[CH:35]([OH:36])([CH3:37])[CH3:38]>>[CH3:1][NH:2][C:26]([CH2:25][S:22]([NH:21][c:15]1[c:14]([O:13][c:7]2[n:6][c:5]([O:4][CH3:3])[cH:10][c:9]([O:11][CH3:12])[n:8]2)[cH:19][cH:18][cH:17][c:16]1[F:20])(=[O:23])=[O:24])=[O:28]. Product: CNC(=O)CS(=O)(=O)Nc1c(F)cccc1Oc1nc(OC)cc(OC)n1. The reactants are O[C@H]1C[C@@H]2CC[C@H]3[C@@H]4CC[C@H](C(C)=O)[C@]4(C[C@@H]([C@@H]3[C@]2(CC1)C)OC(CI)=O)C (3α-Hydroxy-11β-iodoacetoxy-5α-pregnan-20-one), C(CCC)NCC (N-butyl-N-ethylamine). The solvent is ClCCl (dichloromethane). Product: C(CCC)N(CC)CC(=O)O[C@@H]1[C@@H]2[C@]3(CC[C@H](C[C@@H]3CC[C@H]2[C@@H]2CC[C@H](C(C)=O)[C@]2(C1)C)O)C (11β-(N-Butyl-N-ethylaminoacetoxy)-3α-hydroxy-5α-pregnan-20-one). RXN SMILES: [OH:1][C@@H:2]1[CH2:21][CH2:20][C@@:19]2([CH3:22])[C@@H:4]([CH2:5][CH2:6][C@@H:7]3[C@@H:18]2[C@@H:17]([O:23][C:24](=[O:27])[CH2:25]I)[CH2:16][C@@:15]2([CH3:28])[C@H:8]3[CH2:9][CH2:10][C@@H:11]2[C:12](=[O:14])[CH3:13])[CH2:3]1.[CH2:29]([NH:33][CH2:34][CH3:35])[CH2:30][CH2:31][CH3:32]>ClCCl>[CH2:29]([N:33]([CH2:25][C:24]([O:23][C@H:17]1[CH2:16][C@@:15]2([CH3:28])[C@@H:8]([CH2:9][CH2:10][C@@H:11]2[C:12](=[O:14])[CH3:13])[C@H:7]2[C@H:18]1[C@:19]1([CH3:22])[C@@H:4]([CH2:5][CH2:6]2)[CH2:3][C@H:2]([OH:1])[CH2:21][CH2:20]1)=[O:27])[CH2:34][CH3:35])[CH2:30][CH2:31][CH3:32]. Procedure: 3α-Hydroxy-11β-iodoacetoxy-5α-pregnan-20-one (1.5 g) was stirred with N-butyl-N-ethylamine (3 ml) in dichloromethane (60 ml) at 20° for 21 hours. The solution was washed with water and the solvent was evaporated at reduced pressure. The residue was triturated with water giving a solid which was recrystallised from aqueous methanol to give title compound (1.2 g), m.p. 111°-112.5°, [α]D +93.5°. The reactants are Amidine, ClP(C(C)C)C(C)C (chlorodiisopropylphosphine), CC1=CC=C(C(=N)NC2=C(C=CC=C2C)C)C=C1 (4-methyl-N1-(2,6-dimethylphenyl)benzamidine), C(CCC)[Li] (butyllithium). The product is C(C)(C)P(N=C(C1=CC=C(C=C1)C)NC1=C(C=CC=C1C)C)C(C)C (N2-(diisopropylphosphino)-4-methyl-N1-(2,6-dimethylphenyl)-benzamidine). As a reaction SMILES: [CH3:1][C:2]1[CH:18]=[CH:17][C:5]([C:6]([NH:8][C:9]2[C:14]([CH3:15])=[CH:13][CH:12]=[CH:11][C:10]=2[CH3:16])=[NH:7])=[CH:4][CH:3]=1.C([Li])CCC.Cl[P:25]([CH:29]([CH3:31])[CH3:30])[CH:26]([CH3:28])[CH3:27]>>[CH:26]([P:25]([CH:29]([CH3:31])[CH3:30])[N:7]=[C:6]([NH:8][C:9]1[C:14]([CH3:15])=[CH:13][CH:12]=[CH:11][C:10]=1[CH3:16])[C:5]1[CH:4]=[CH:3][C:2]([CH3:1])=[CH:18][CH:17]=1)([CH3:28])[CH3:27]. Procedure: Procedure as described for NP Amidine I using the following amounts: 1.19 g of 4-methyl-N1-(2,6-dimethylphenyl)benzamidine (Amidine III, 5.0 mmol), 2.50 mL of 2.0 M butyllithium (5.0 mmol), 0.80 mL chlorodiisopropylphosphine (5.0 mmol). After filtration to remove lithium chloride and removal of solvent, a yellow oil was isolated (1.76 g). Reactants: C1CCOC1, CN, Cc1cccc(C(=O)O)c1N. The product is CNC(=O)c1cccc(C)c1N. As a reaction SMILES: [CH2:14]1[O:15][CH2:16][CH2:17][CH2:18]1.[CH3:12][NH2:13].[CH3:1][c:2]1[c:3]([NH2:11])[c:4]([C:5](=[O:6])[OH:7])[cH:8][cH:9][cH:10]1>>[CH3:1][c:2]1[c:3]([NH2:11])[c:4]([C:5](=[O:6])[NH:13][CH3:12])[cH:8][cH:9][cH:10]1. The reactants are COc1cc2c(cc1C(F)(F)F)NCC2, ClCCl, Nc1cc(F)cc(I)c1, CN(C)C=O, O. The product is COc1cc2c(cc1C(F)(F)F)N(C(=O)Nc1cc(F)cc(I)c1)CC2. Reaction SMILES: [CH3:10][O:11][c:12]1[cH:13][c:14]2[c:18]([cH:19][c:20]1[C:21]([F:22])([F:23])[F:24])[NH:17][CH2:16][CH2:15]2.[Cl:26][CH2:27][Cl:28].[F:1][c:2]1[cH:3][c:4]([NH2:5])[cH:6][c:7]([I:9])[cH:8]1.[O:29]=[CH:30][N:31]([CH3:32])[CH3:33].[OH2:25]>>[F:1][c:2]1[cH:3][c:4]([NH:5][C:27]([N:17]2[CH2:16][CH2:15][c:14]3[cH:13][c:12]([O:11][CH3:10])[c:20]([C:21]([F:22])([F:23])[F:24])[cH:19][c:18]32)=[O:25])[cH:6][c:7]([I:9])[cH:8]1. The reactants are BrCc1ccccc1, CC(C)(C)OC(=O)N1CCC(CO)CC1, [H-], [Na+], CN(C)C=O. Yields the product CC(C)(C)OC(=O)N1CCC(COCc2ccccc2)CC1. As a reaction SMILES: [Br:18][CH2:19][c:20]1[cH:21][cH:22][cH:23][cH:24][cH:25]1.[C:3]([CH3:4])([CH3:5])([CH3:6])[O:7][C:8](=[O:9])[N:10]1[CH2:11][CH2:12][CH:13]([CH2:16][OH:17])[CH2:14][CH2:15]1.[H-:2].[Na+:1].[O:26]=[CH:27][N:28]([CH3:29])[CH3:30]>>[C:3]([CH3:4])([CH3:5])([CH3:6])[O:7][C:8](=[O:9])[N:10]1[CH2:11][CH2:12][CH:13]([CH2:16][O:17][CH2:19][c:20]2[cH:21][cH:22][cH:23][cH:24][cH:25]2)[CH2:14][CH2:15]1.